Dataset: the Open Reaction Database (ORD), a public repository of structured organic reaction records. Task: describe an organic reaction: reactants, conditions, products, and yield Starting materials: COCCN(C)CCCNc1nc2cc3c(cc2[n+]([O-])n1)CCC3, ClCCl, ClC(Cl)Cl, O=C(O)C(F)(F)F, N, OO. The product is COCCN(C)CCCNc1n[n+]([O-])c2cc3c(cc2[n+]1[O-])CCC3. RXN SMILES: [CH3:3][O:4][CH2:5][CH2:6][N:7]([CH2:8][CH2:9][CH2:10][NH:11][c:12]1[n:13][n+:14]([O-:25])[c:15]2[c:16]([n:17]1)[cH:18][c:19]1[c:23]([cH:24]2)[CH2:22][CH2:21][CH2:20]1)[CH3:26].[Cl:35][CH2:36][Cl:37].[Cl:38][CH:39]([Cl:40])[Cl:41].[F:27][C:28]([F:29])([F:31])[C:32](=[O:30])[OH:33].[NH3:34].[OH:1][OH:2]>>[CH3:3][O:4][CH2:5][CH2:6][N:7]([CH2:8][CH2:9][CH2:10][NH:11][c:12]1[n:13][n+:14]([O-:25])[c:15]2[c:16]([n+:17]1[O-:30])[cH:18][c:19]1[c:23]([cH:24]2)[CH2:22][CH2:21][CH2:20]1)[CH3:26]. Reactants: BrBr (Br2), OCC=1C=C(OC(=O)OC\C(=C(/C(=O)OC)\C2=CC=CC=C2)\C2=CC=C(C=C2)S(=O)(=O)C)C=CC1 (methyl (2Z)-4-({[3-(hydroxymethyl)phenoxy]carbonyl}oxy)-3-[4-(methylsulfonyl)phenyl]-2-phenylbut-2-enoate), C1=CC=C(C=C1)P(C2=CC=CC=C2)C3=CC=CC=C3 (Ph3P), CCN(C(C)C)C(C)C (Hunig's base). Run in C(Cl)Cl (CH2Cl2), C(Cl)Cl (CH2Cl2), C(Cl)Cl (CH2Cl2). Reaction conditions: time 10 minute. The product is BrCC=1C=C(OC(=O)OC\C(=C(/C(=O)OC)\C2=CC=CC=C2)\C2=CC=C(C=C2)S(=O)(=O)C)C=CC1 (methyl (2Z)-4-({[3-(bromomethyl)phenoxy]carbonyl}oxy)-3-[4-(methylsulfonyl)phenyl]-2-phenylbut-2-enoate). As a reaction SMILES: C1C=CC(P(C2C=CC=CC=2)C2C=CC=CC=2)=CC=1.[Br:20]Br.CCN(C(C)C)C(C)C.O[CH2:32][C:33]1[CH:34]=[C:35]([CH:63]=[CH:64][CH:65]=1)[O:36][C:37]([O:39][CH2:40]/[C:41](/[C:53]1[CH:58]=[CH:57][C:56]([S:59]([CH3:62])(=[O:61])=[O:60])=[CH:55][CH:54]=1)=[C:42](/[C:47]1[CH:52]=[CH:51][CH:50]=[CH:49][CH:48]=1)\[C:43]([O:45][CH3:46])=[O:44])=[O:38]>C(Cl)Cl>[Br:20][CH2:32][C:33]1[CH:34]=[C:35]([CH:63]=[CH:64][CH:65]=1)[O:36][C:37]([O:39][CH2:40]/[C:41](/[C:53]1[CH:58]=[CH:57][C:56]([S:59]([CH3:62])(=[O:61])=[O:60])=[CH:55][CH:54]=1)=[C:42](/[C:47]1[CH:52]=[CH:51][CH:50]=[CH:49][CH:48]=1)\[C:43]([O:45][CH3:46])=[O:44])=[O:38]. Procedure details: To a solution of 470 mg of Ph3P in 15 mL of CH2Cl2 cooled at 0° C. was added 1.75 mL of a 1.0M Br2 solution in CH2Cl2. After 10 min, 340 μL of Hunig's base was added followed by 798 mg of methyl (2Z)-4-({[3-(hydroxymethyl)phenoxy]carbonyl}oxy)-3-[4-(methylsulfonyl)phenyl]-2-phenylbut-2-enoate dissolved in 20 mL of CH2Cl2. After 15 min at 0° C., the reaction mixture was warmed to rt for 1 h. The reaction was quenched with H2O, extracted twice with EtOAc and washed with brine, dried over sodium su... Reactants: CCOC(=O)c1cn(-c2cccc(-c3ccccc3C#N)c2)cn1, CCO, [K+], [OH-]. Product: N#Cc1ccccc1-c1cccc(-n2cnc(C(=O)O)c2)c1. RXN SMILES: [CH2:1]([CH3:2])[O:3][C:4](=[O:5])[c:6]1[n:7][cH:8][n:9](-[c:11]2[cH:12][c:13](-[c:17]3[c:18]([C:23]#[N:24])[cH:19][cH:20][cH:21][cH:22]3)[cH:14][cH:15][cH:16]2)[cH:10]1.[CH3:27][CH2:28][OH:29].[K+:26].[OH-:25]>>[O:3]=[C:4]([OH:5])[c:6]1[n:7][cH:8][n:9](-[c:11]2[cH:12][c:13](-[c:17]3[c:18]([C:23]#[N:24])[cH:19][cH:20][cH:21][cH:22]3)[cH:14][cH:15][cH:16]2)[cH:10]1. Reactants: BrCCBr, O=C([O-])[O-], CCNC(=O)Nc1cc(C)c(Oc2ccnc3cc(O)c(OC)cc23)cc1C, CN(C)C=O, [K+], [K+], O. Product: CCNC(=O)Nc1cc(C)c(Oc2ccnc3cc(OCCBr)c(OC)cc23)cc1C. As a reaction SMILES: [Br:35][CH2:36][CH2:37][Br:38].[C:29](=[O:30])([O-:31])[O-:32].[CH2:1]([CH3:2])[NH:3][C:4](=[O:5])[NH:6][c:7]1[c:8]([CH3:28])[cH:9][c:10]([O:14][c:15]2[cH:16][cH:17][n:18][c:19]3[cH:20][c:21]([OH:27])[c:22]([O:25][CH3:26])[cH:23][c:24]23)[c:11]([CH3:13])[cH:12]1.[CH3:40][N:41]([CH3:42])[CH:43]=[O:44].[K+:33].[K+:34].[OH2:39]>>[CH2:1]([CH3:2])[NH:3][C:4](=[O:5])[NH:6][c:7]1[c:8]([CH3:28])[cH:9][c:10]([O:14][c:15]2[cH:16][cH:17][n:18][c:19]3[cH:20][c:21]([O:27][CH2:37][CH2:36][Br:35])[c:22]([O:25][CH3:26])[cH:23][c:24]23)[c:11]([CH3:13])[cH:12]1. The reactants are COC([C@H]([C@H](O)C1=C(C=CC=C1)F)O)=O ((2S,3R)-methyl-3-(2-fluorophenyl)-2,3-dihydroxypropanoate), COC([C@H]([C@H](O)C1=C(C=CC=C1)Cl)O)=O ((2S,3R)-methyl-3-(2-chlorophenyl)-2,3-dihydroxypropanoate). Yields the product COC(=O)[C@H]1OC(O[C@@H]1C1=C(C=CC=C1)F)C ((4S,5R)-methyl-5-(2-fluorophenyl)-2-methyl-1.3-dioxolane-4-carboxylate). Yield: 70.0%. As a reaction SMILES: [CH3:1][O:2][C:3](=[O:15])[C@@H:4]([OH:14])[C@@H:5]([C:7]1[CH:12]=[CH:11][CH:10]=[CH:9][C:8]=1[F:13])[OH:6].CO[C:18](=O)[C@@H:19](O)[C@@H](C1C=CC=CC=1Cl)O>>[CH3:1][O:2][C:3]([C@@H:4]1[C@@H:5]([C:7]2[CH:12]=[CH:11][CH:10]=[CH:9][C:8]=2[F:13])[O:6][CH:18]([CH3:19])[O:14]1)=[O:15]. Procedure: The substantially same method as described in Example 60 was conducted, except that (2S,3R)-methyl-3-(2-fluorophenyl)-2,3-dihydroxypropanoate (Preparation example 81) was used instead of ((2S,3R)-methyl-3-(2-chlorophenyl)-2,3-dihydroxypropanoate, to obtain the title compound (3.1 g, 70˜95%). The reactants are Cl (HCl), C(C)(C)(C)OC(N[C@@H]([C@H](CC)C)C(=O)N1CC(C1)F)=O ([(1S,2S)-1-(3-fluoro-azetidine-1-carbonyl)-2-methyl-butyl]-carbamic acid tert-butyl ester). The product is N[C@H](C(=O)N1CC(C1)F)[C@H](CC)C ((2S,3S)-2-amino-1-(3-fluoro-azetidin-1-yl)-3-methyl-pentan-1-one). RXN SMILES: Cl.C(OC(=O)[NH:8][C@H:9]([C:14]([N:16]1[CH2:19][CH:18]([F:20])[CH2:17]1)=[O:15])[C@@H:10]([CH3:13])[CH2:11][CH3:12])(C)(C)C>>[NH2:8][C@@H:9]([C@@H:10]([CH3:13])[CH2:11][CH3:12])[C:14]([N:16]1[CH2:17][CH:18]([F:20])[CH2:19]1)=[O:15]. Reported procedure: (2S,3S)-2-amino-1-(3-fluoro-azetidin-1-yl)-3-methyl-pentan-1-one was prepared by HCl treatment of [(1S,2S)-1-(3-fluoro-azetidine-1-carbonyl)-2-methyl-butyl]-carbamic acid tert-butyl ester as analogously described in Step 2 of Example 1. (mp 208-210° C.). Starting materials: CCOC(=O)C (EtOAc), OC=1C=C2C(=CN(C2=CC1)[Si](C(C)C)(C(C)C)C(C)C)CCN1C(C2=CC=CC=C2C1=O)=O (2-(2-(5-hydroxy-1-triisopropylsilanyl-1H-indol-3-yl)ethyl)isoindole-1,3-dione), C([O-])([O-])=O.[Cs+].[Cs+] (cesium carbonate), ICCC (1-iodopropane), CCOC(=O)C (EtOAc). The solvent is hexanes, CN(C)C=O (DMF), hexanes. Yields the product C(CC)OC=1C=C2C(=CN(C2=CC1)[Si](C(C)C)(C(C)C)C(C)C)CCN1C(C2=CC=CC=C2C1=O)=O (2-(2-(5-Propoxy-1-triisopropylsilanyl-1H-indol-3-yl)ethyl)isoindole-1,3-dione). As a reaction SMILES: [OH:1][C:2]1[CH:3]=[C:4]2[C:8](=[CH:9][CH:10]=1)[N:7]([Si:11]([CH:18]([CH3:20])[CH3:19])([CH:15]([CH3:17])[CH3:16])[CH:12]([CH3:14])[CH3:13])[CH:6]=[C:5]2[CH2:21][CH2:22][N:23]1[C:31](=[O:32])[C:30]2[C:25](=[CH:26][CH:27]=[CH:28][CH:29]=2)[C:24]1=[O:33].C(=O)([O-])[O-].[Cs+].[Cs+].I[CH2:41][CH2:42][CH3:43].CCOC(C)=O>CN(C=O)C>[CH2:41]([O:1][C:2]1[CH:3]=[C:4]2[C:8](=[CH:9][CH:10]=1)[N:7]([Si:11]([CH:12]([CH3:14])[CH3:13])([CH:18]([CH3:19])[CH3:20])[CH:15]([CH3:16])[CH3:17])[CH:6]=[C:5]2[CH2:21][CH2:22][N:23]1[C:24](=[O:33])[C:25]2[C:30](=[CH:29][CH:28]=[CH:27][CH:26]=2)[C:31]1=[O:32])[CH2:42][CH3:43] |f:1.2.3|. Procedure details: Combine 2-(2-(5-hydroxy-1-triisopropylsilanyl-1H-indol-3-yl)ethyl)isoindole-1,3-dione (0.7 g, 1.5 mmol), cesium carbonate (1 g, 3 mmol) and 1-iodopropane (0.4 g, 2.3 mmol) in DMF (25 mL) and stir at ambient temperature overnight. Pour the reaction mixture into 50% EtOAc in hexanes and wash three times with brine. Dry the organic layer over MgSO4 and concentrate under vacuum to give an oil. Chromatograph the oil on silica gel eluting with 5% EtOAc in hexanes to give the title compound: ISMS 505 (... Starting materials: Br, CCOCC, [Cu]Br, O=N[O-], CCOC(=O)c1cc(N)ccc1C, [Na+], O. RXN SMILES: [BrH:18].[CH3:20][CH2:21][O:22][CH2:23][CH3:24].[Cu:25][Br:26].[N:14]([O-:15])=[O:16].[NH2:1][c:2]1[cH:3][cH:4][c:5]([CH3:13])[c:6]([C:7](=[O:8])[O:9][CH2:10][CH3:11])[cH:12]1.[Na+:17].[OH2:19]>>[c:2]1([Br:18])[cH:3][cH:4][c:5]([CH3:13])[c:6]([C:7](=[O:8])[O:9][CH2:10][CH3:11])[cH:12]1. Product: CCOC(=O)c1cc(Br)ccc1C.